The task is: describe an organic reaction: reactants, conditions, products, and yield. This data is from the Open Reaction Database (ORD), a public repository of structured organic reaction records. Starting materials: C(C)OC1OCOC2=C1C(=CC=C2)[N+](=O)[O-] (4-ethoxy-5-nitro-4H-1,3-benzodioxine), Cl (HCl). The solvent is C(C)O (ethanol), C1CCOC1 (THF), O1CCOCC1 (1, 4-dioxane), O (water). Conditions: temperature 90 celsius, time 6 hour. Product: OC1=C(C=O)C(=CC=C1)[N+](=O)[O-] (2-hydroxy-6-nitrobenzaldehyde). RXN SMILES: C([O:3][CH:4]1[C:9]2[C:10]([N+:14]([O-:16])=[O:15])=[CH:11][CH:12]=[CH:13][C:8]=2[O:7]CO1)C.Cl>C(O)C.C1COCC1.O1CCOCC1.O>[OH:7][C:8]1[CH:13]=[CH:12][CH:11]=[C:10]([N+:14]([O-:16])=[O:15])[C:9]=1[CH:4]=[O:3]. Procedure: To a stirred solution of 4-ethoxy-5-nitro-4H-1,3-benzodioxine (5.80 g, 25.755 mmol) in ethanol (15 mL) and THF (10 mL) was added 4N HCl in 1, 4-dioxane (20 mL). The mixture was stirred at 60° C. for 6 hrs and 90° C. for 6 hrs. After cooled to room temperature, the reaction mixture was diluted with water and extracted with ethyl acetate. The organic phase was dried over magnesium sulfate, filtered and concentrated under reduced pressure. The residue was purified by column chromatography on silica...